Dataset: the Open Reaction Database (ORD), a public repository of structured organic reaction records. Task: describe an organic reaction: reactants, conditions, products, and yield Starting materials: COC1=C(C=CC=C1)C1=C(N(C2=CC=C(C=C12)O)C)C (3-(2-methoxy-phenyl)-1,2-dimethyl-1H-indole-5-ol), COC(C(C)(C)Br)=O (2-bromo-2-methyl-propanoic acid methylester), C([O-])([O-])=O.[K+].[K+] (potassium carbonate). Solvent: CC(=O)CC (methyl-ethylketone). Product: COC(C(C)(C)OC=1C=C2C(=C(N(C2=CC1)C)C)C1=C(C=CC=C1)OC)=O (2-[3-(2-Methoxy-phenyl)-1,2-dimethyl-1H-indole-5-yloxy]-2-methyl-propanic acid methylester). Reaction SMILES: [CH3:1][O:2][C:3]1[CH:8]=[CH:7][CH:6]=[CH:5][C:4]=1[C:9]1[C:17]2[C:12](=[CH:13][CH:14]=[C:15]([OH:18])[CH:16]=2)[N:11]([CH3:19])[C:10]=1[CH3:20].[CH3:21][O:22][C:23](=[O:28])[C:24](Br)([CH3:26])[CH3:25].C(=O)([O-])[O-].[K+].[K+]>CC(CC)=O>[CH3:21][O:22][C:23](=[O:28])[C:24]([O:18][C:15]1[CH:16]=[C:17]2[C:12](=[CH:13][CH:14]=1)[N:11]([CH3:19])[C:10]([CH3:20])=[C:9]2[C:4]1[CH:5]=[CH:6][CH:7]=[CH:8][C:3]=1[O:2][CH3:1])([CH3:26])[CH3:25] |f:2.3.4|. Procedure details: A mixture of 5.34 g (0.02 mole) of 3-(2-methoxy-phenyl)-1,2-dimethyl-1H-indole-5-ol, 5.4 g (0.03 mole) of 2-bromo-2-methyl-propanoic acid methylester, and 14 g (0.1 mole) of potassium carbonate was refluxed for 16 hours in 250 ml of methyl-ethylketone. The precipitate was filtered off, the filtrate was evaporated, and the residue obtained was chromatographed on silicagel (solvent: toluene/acetone (30:1)).